From a dataset of the Open Reaction Database (ORD), a public repository of structured organic reaction records. describe an organic reaction: reactants, conditions, products, and yield Reactants: CS(C)=O, CN(C)CCOC(=O)C(OCc1ccccc1)C(C)(C)COS(=O)(=O)CCCCl, [N-]=[N+]=[N-], [Na+]. Product: CN(C)CCOC(=O)C(OCc1ccccc1)C(C)(C)COS(=O)(=O)CCCN=[N+]=[N-]. Reaction SMILES: [CH3:34][S:35](=[O:36])[CH3:37].[Cl:1][CH2:2][CH2:3][CH2:4][S:5](=[O:6])(=[O:7])[O:8][CH2:9][C:10]([CH:11]([C:12](=[O:13])[O:14][CH2:15][CH2:16][N:17]([CH3:18])[CH3:19])[O:20][CH2:21][c:22]1[cH:23][cH:24][cH:25][cH:26][cH:27]1)([CH3:28])[CH3:29].[N-:31]=[N+:32]=[N-:33].[Na+:30]>>[CH2:2]([CH2:3][CH2:4][S:5](=[O:6])(=[O:7])[O:8][CH2:9][C:10]([CH:11]([C:12](=[O:13])[O:14][CH2:15][CH2:16][N:17]([CH3:18])[CH3:19])[O:20][CH2:21][c:22]1[cH:23][cH:24][cH:25][cH:26][cH:27]1)([CH3:28])[CH3:29])[N:31]=[N+:32]=[N-:33].